Dataset: the Open Reaction Database (ORD), a public repository of structured organic reaction records. Task: describe an organic reaction: reactants, conditions, products, and yield Starting materials: C(C(=O)O)(=O)O.N(=[N+]=[N-])C1CN2CCC1CC2 ((±) 3-Azido-1-azabicyclo[2.2.2]octane oxalate salt), C(#CC(=O)O)C(=O)O (acetylene dicarboxylic acid), C(=O)=O (carbon dioxide), C=1(C(=CC=CC1)C)C (Xylene). The solvent is CC(=O)C (acetone). The product is N1(N=NC=C1)C1CN2CCC1CC2 ((±) 3-(1,2,3-triazol-1-yl)-1-azabicyclo[2.2.2]octane). RXN SMILES: [C:1](O)(=O)[C:2](O)=O.[N:7]([CH:10]1[CH:15]2[CH2:16][CH2:17][N:12]([CH2:13][CH2:14]2)[CH2:11]1)=[N+:8]=[N-:9].C(C(O)=O)#CC(O)=O.C1(C)C(C)=CC=CC=1.C(=O)=O>CC(C)=O>[N:7]1([CH:10]2[CH:15]3[CH2:14][CH2:13][N:12]([CH2:17][CH2:16]3)[CH2:11]2)[CH:2]=[CH:1][N:9]=[N:8]1 |f:0.1|. Procedure: (±) 3-Azido-1-azabicyclo[2.2.2]octane oxalate salt (D25) (200 mg, 0.0083 mole) in acetone (20 ml) was treated with acetylene dicarboxylic acid (500 mg, 0.0044 mole) and concentrated in vacuo to produce a homogenous gum. Xylene (20 ml) was added and the solution heated to reflux for 10 min when the suspension rapidly darkened and evolved carbon dioxide. The xylene was then removed in vacuo and the residue partitioned between chloroform and saturated aqueous potassium carbonate solution. The organ... Reactants: ClC=1C(=CC(=C(C1)C=1N([C@@H]([C@@H](N1)C1=CC=C(C=C1)Cl)C1=CC=C(C=C1)Cl)C(=O)Cl)OCC)C(C)(C)C#N ((4S,5R)-2-[5-Chloro-4-(cyano-dimethyl-methyl)-2-ethoxy-phenyl]-4,5-bis-(4-chloro-phenyl)-4,5-dihydro-imidazole-1-carbonyl chloride), COCCN(C(CN1CCNCC1)=O)CCOC (N,N-bis-(2-methoxy-ethyl)-2-piperazin-1-yl-acetamide). The product is ClC=1C(=CC(=C(C1)C=1N([C@@H]([C@@H](N1)C1=CC=C(C=C1)Cl)C1=CC=C(C=C1)Cl)C(=O)N1CCN(CC1)CC(=O)N(CCOC)CCOC)OCC)C(C)(C)C#N (2-{4-[(4S,5R)-2-[5-Chloro-4-(cyano-dimethyl-methyl)-2-ethoxy-phenyl]-4,5-bis-(4-chloro-phenyl)-4,5-dihydro-imidazole-1-carbonyl]-piperazin-1-yl}-N,N-bis-(2-methoxy-ethyl)-acetamide). Reaction SMILES: [Cl:1][C:2]1[C:3]([C:33]([C:36]#[N:37])([CH3:35])[CH3:34])=[CH:4][C:5]([O:30][CH2:31][CH3:32])=[C:6]([C:8]2[N:9]([C:27](Cl)=[O:28])[C@H:10]([C:20]3[CH:25]=[CH:24][C:23]([Cl:26])=[CH:22][CH:21]=3)[C@H:11]([C:13]3[CH:18]=[CH:17][C:16]([Cl:19])=[CH:15][CH:14]=3)[N:12]=2)[CH:7]=1.[CH3:38][O:39][CH2:40][CH2:41][N:42]([CH2:52][CH2:53][O:54][CH3:55])[C:43](=[O:51])[CH2:44][N:45]1[CH2:50][CH2:49][NH:48][CH2:47][CH2:46]1>>[Cl:1][C:2]1[C:3]([C:33]([C:36]#[N:37])([CH3:34])[CH3:35])=[CH:4][C:5]([O:30][CH2:31][CH3:32])=[C:6]([C:8]2[N:9]([C:27]([N:48]3[CH2:49][CH2:50][N:45]([CH2:44][C:43]([N:42]([CH2:52][CH2:53][O:54][CH3:55])[CH2:41][CH2:40][O:39][CH3:38])=[O:51])[CH2:46][CH2:47]3)=[O:28])[C@H:10]([C:20]3[CH:21]=[CH:22][C:23]([Cl:26])=[CH:24][CH:25]=3)[C@H:11]([C:13]3[CH:18]=[CH:17][C:16]([Cl:19])=[CH:15][CH:14]=3)[N:12]=2)[CH:7]=1. Procedure details: 2-{4-[(4S,5R)-2-[5-Chloro-4-(cyano-dimethyl-methyl)-2-ethoxy-phenyl]-4,5-bis-(4-chloro-phenyl)-4,5-dihydro-imidazole-1-carbonyl]-piperazin-1-yl}-N,N-bis-(2-methoxy-ethyl)-acetamide was prepared from (4S,5R)-2-[5-Chloro-4-(cyano-dimethyl-methyl)-2-ethoxy-phenyl]-4,5-bis-(4-chloro-phenyl)-4,5-dihydro-imidazole-1-carbonyl chloride (example 12k) and N,N-bis-(2-methoxy-ethyl)-2-piperazin-1-yl-acetamide (example 16) in an analogous manner as described in example 25. LR-MS: 797.4 [(M+H)+] The reactants are ClC1=NC=CC(=C1)C#CC=1N=C(NC1)C (2-chloro-4-(2-methyl-1H-imidazol-4-ylethynyl)-pyridine), COC1=CC=C(C=C1)B(O)O (4-methoxy-benzene boronic acid). The product is ClC1=NC=CC(=C1)C#CC=1N=C(N(C1)C1=CC=C(C=C1)OC)C (2-Chloro-4-[1-(4-methoxy-phenyl)-2-methyl-1H-imidazol-4-ylethynyl]-pyridine). Reaction SMILES: [Cl:1][C:2]1[CH:7]=[C:6]([C:8]#[C:9][C:10]2[N:11]=[C:12]([CH3:15])[NH:13][CH:14]=2)[CH:5]=[CH:4][N:3]=1.[CH3:16][O:17][C:18]1[CH:23]=[CH:22][C:21](B(O)O)=[CH:20][CH:19]=1>>[Cl:1][C:2]1[CH:7]=[C:6]([C:8]#[C:9][C:10]2[N:11]=[C:12]([CH3:15])[N:13]([C:21]3[CH:22]=[CH:23][C:18]([O:17][CH3:16])=[CH:19][CH:20]=3)[CH:14]=2)[CH:5]=[CH:4][N:3]=1. Reported procedure: The title compound, MS: m/e=324.8 (M+H+), was prepared in accordance with the general method of example 7 from 2-chloro-4-(2-methyl-1H-imidazol-4-ylethynyl)-pyridine and 4-methoxy-benzene boronic acid. Reactants: BrC(C)C=1C=CC(=NC1)F (5-(1-bromoethyl)-2-fluoropyridine), C[C@H]1CN(CCN1)C(=O)OC(C)(C)C ((S)-tert-butyl 3-methylpiperazine-1-carboxylate), C(=O)([O-])[O-].[K+].[K+] (K2CO3). Run in C(C)#N (acetonitrile). Run at temperature 70 celsius, time 8 hour. Yields the product FC1=CC=C(C=N1)[C@@H](C)N1[C@H](CN(CC1)C(=O)OC(C)(C)C)C (tert-butyl (3S)-4-((1R)-1-(6-fluoro-3-pyridinyl)ethyl)-3-methyl-1-piperazinecarboxylate). The yield is 35.4%. As a reaction SMILES: Br[CH:2]([C:4]1[CH:5]=[CH:6][C:7]([F:10])=[N:8][CH:9]=1)[CH3:3].[CH3:11][C@@H:12]1[NH:17][CH2:16][CH2:15][N:14]([C:18]([O:20][C:21]([CH3:24])([CH3:23])[CH3:22])=[O:19])[CH2:13]1.C([O-])([O-])=O.[K+].[K+]>C(#N)C>[F:10][C:7]1[N:8]=[CH:9][C:4]([C@H:2]([N:17]2[CH2:16][CH2:15][N:14]([C:18]([O:20][C:21]([CH3:24])([CH3:23])[CH3:22])=[O:19])[CH2:13][C@@H:12]2[CH3:11])[CH3:3])=[CH:5][CH:6]=1 |f:2.3.4|. Procedure details: A mixture of 5-(1-bromoethyl)-2-fluoropyridine (Example 146, Step 2; 8.95 g, 43.9 mmol) and (S)-tert-butyl 3-methylpiperazine-1-carboxylate (9.22 g, 46.1 mmol) (CNH Technologies Inc.) in acetonitrile (200 mL) was treated with K2CO3 (7.27 g, 52.6 mmol) and KI (1.456 g, 8.77 mmol). The mixture was placed into a pre-heated (70° C.)oil bath and allowed to stir under an inert atmosphere overnight. The heating bath was then removed and the reaction mixture was allowed to cool to ambient temperature. T... Starting materials: [N+](=O)([O-])C=1C=CC=C2C=C(NC12)C(=O)OCC (ethyl 7-nitro-1H-indole-2-carboxylate), [H-].[Na+] (sodium hydride), ice water, BrCC(=O)OCC (ethyl bromoacetate). The solvent is CN(C=O)C (N,N-dimethylformamide). The product is C(C)OC(=O)CN1C(=CC2=CC=CC(=C12)[N+](=O)[O-])C(=O)OCC (ethyl 1-ethoxycarbonylmethyl-7-nitro-1H-indole-2-carboxylate). The yield is 78.0%. RXN SMILES: [N+:1]([C:4]1[CH:5]=[CH:6][CH:7]=[C:8]2[C:12]=1[NH:11][C:10]([C:13]([O:15][CH2:16][CH3:17])=[O:14])=[CH:9]2)([O-:3])=[O:2].[H-].[Na+].Br[CH2:21][C:22]([O:24][CH2:25][CH3:26])=[O:23]>CN(C)C=O>[CH2:25]([O:24][C:22]([CH2:21][N:11]1[C:12]2[C:8](=[CH:7][CH:6]=[CH:5][C:4]=2[N+:1]([O-:3])=[O:2])[CH:9]=[C:10]1[C:13]([O:15][CH2:16][CH3:17])=[O:14])=[O:23])[CH3:26] |f:1.2|. Procedure details: To a solution of ethyl 7-nitro-1H-indole-2-carboxylate (2.00 g, 8.45 mmol) in N,N-dimethylformamide (50 ml) was added 60% sodium hydride (0.34 g, 8.54 mmol), and the reaction mixture was stirred at room temperature until it became transparent. Then, ethyl bromoacetate (1.43 g, 8.54 mmol) was added and the resulting mixture was stirred at 50°-60° C. for 4 hours. The reaction mixture was cooled to room temperature and poured into ice water, followed by extraction with ethyl acetate (three times). ... Reactants: CCOC(=O)Cl, COc1ccc(C2=Cc3ccc(OC)cc3CC2)c(N)c1, CCN(C(C)C)C(C)C, [Cl-], [NH4+], C1CCOC1. Yields the product CCOC(=O)Nc1cc(OC)ccc1C1=Cc2ccc(OC)cc2CC1. Reaction SMILES: [C:22]([O:23][CH2:24][CH3:25])(=[O:26])[Cl:27].[CH3:1][O:2][c:3]1[cH:4][cH:5][c:6]([C:10]2=[CH:11][c:12]3[cH:13][cH:14][c:15]([O:20][CH3:21])[cH:16][c:17]3[CH2:18][CH2:19]2)[c:7]([NH2:9])[cH:8]1.[CH:35]([N:36]([CH2:37][CH3:38])[CH:39]([CH3:40])[CH3:41])([CH3:42])[CH3:43].[Cl-:28].[NH4+:29].[O:30]1[CH2:31][CH2:32][CH2:33][CH2:34]1>>[CH3:1][O:2][c:3]1[cH:4][cH:5][c:6]([C:10]2=[CH:11][c:12]3[cH:13][cH:14][c:15]([O:20][CH3:21])[cH:16][c:17]3[CH2:18][CH2:19]2)[c:7]([NH:9][C:22]([O:23][CH2:24][CH3:25])=[O:26])[cH:8]1. The reactants are C1=2C(=O)OC(NC1=CC=CC2)=O (Isatoic anhydride), CN (methylamine). Run in CO (methanol), O1CCCC1 (tetrahydrofuran). The product is NC1=C(C(=O)NC)C=CC=C1 (2-amino-N-methylbenzamide). Yield: 97.8%. As a reaction SMILES: [C:1]12[C:7](=[CH:8][CH:9]=[CH:10][CH:11]=1)[NH:6]C(=O)O[C:2]2=[O:3].[CH3:13][NH2:14]>O1CCCC1.CO>[NH2:6][C:7]1[CH:8]=[CH:9][CH:10]=[CH:11][C:1]=1[C:2]([NH:14][CH3:13])=[O:3]. Reported procedure: Isatoic anhydride (10 g, 61.3 mmol) was suspended in tetrahydrofuran (200 ml) and treated dropwise with methylamine in methanol (40%, 10 mL) with stirring. After stirring at room temperature for 16 hours, the solvent was distilled off under reduced pressure to afford the product 2-amino-N-methylbenzamide (9 g, yield 97.8%). 1H NMR (400 MHz, CDCl3) δ ppm 7.14-7.32 (m, 2H), 6.60-6.72 (m, 2H), 6.05 (br s, 1H), 2.97 (d, 3H, J=5.0 Hz).